Dataset: the Open Reaction Database (ORD), a public repository of structured organic reaction records. Task: describe an organic reaction: reactants, conditions, products, and yield The reactants are C1=CC(=CC=C1N)O (p-aminophenol), C(C(=O)C)CC(C)=O (acetonylacetone), O (water). Solvent: C1(=CC=CC=C1)C (toluene). Yields the product CC=1N(C(=CC1)C)C1=CC=C(C=C1)O (4-(2,5-dimethyl-1H-pyrrol-1-yl)-phenol). RXN SMILES: [CH:1]1[C:6]([NH2:7])=[CH:5][CH:4]=[C:3]([OH:8])[CH:2]=1.[CH2:9]([CH2:13][C:14](=O)[CH3:15])[C:10]([CH3:12])=O.O>C1(C)C=CC=CC=1>[CH3:15][C:14]1[N:7]([C:6]2[CH:5]=[CH:4][C:3]([OH:8])=[CH:2][CH:1]=2)[C:10]([CH3:12])=[CH:9][CH:13]=1. Procedure: A mixture of 4.0 g of p-aminophenol and 4.0 g of acetonylacetone is heated under reflux in toluene for 3 hours using a Dean Stark water separator to yield 4-(2,5-dimethyl-1H-pyrrol-1-yl)-phenol. Condensation with ethyl alpha-bromoisobutyrate in ethyl alcohol in the presence of potassium carbonate gives ethyl 2-[4-(2,5-di-methyl-1H-pyrrol-1-yl)-phenoxy]-2-methylpropanoate. Hydrolysis with 1.5 N sodium hydroxide solution yields 2-[4-(2,5-dimethyl-1H-pyrrol-1-yl)-phenoxy]-2-methyl-propanoic acid, m... The yield is 129.3%. Reactants: Cl.ClC=1C=C2C=CC(=CC2=CC1)S(=O)(=O)N1CCN(CC1)C(=O)C1=CC=2CNCCC2N1 (2-[[4-[(6-chloronaphthalen-2-yl)sulfonyl]piperazin-1-yl]carbonyl]-4,5,6,7-tetrahydro-1H-pyrrolo[3,2-c]pyridine hydrochloride), C=O (formaldehyde), aqueous solution, C(C)(=O)O[BH-](OC(C)=O)OC(C)=O.[Na+] (sodium triacetoxyborohydride), C([O-])(O)=O.[Na+] (sodium bicarbonate). The product is Cl.ClC=1C=C2C=CC(=CC2=CC1)S(=O)(=O)N1CCN(CC1)C(=O)C1=CC=2CN(CCC2N1)C (2-[[4-[(6-Chloronaphthalen-2-yl)sulfonyl]piperazin-1-yl]carbonyl]-5-methyl-4,5,6,7-tetrahydro-1H-pyrrolo[3,2-c]pyridine hydrochloride). Solvent: C(C)(=O)O (acetic acid), C(C)N(CC)CC (triethylamine), C(Cl)Cl (methylene chloride), C(Cl)Cl (methylene chloride). Reaction conditions: time 15 minute. As a reaction SMILES: Cl.[Cl:2][C:3]1[CH:4]=[C:5]2[C:10](=[CH:11][CH:12]=1)[CH:9]=[C:8]([S:13]([N:16]1[CH2:21][CH2:20][N:19]([C:22]([C:24]3[NH:32][C:31]4[CH2:30][CH2:29][NH:28][CH2:27][C:26]=4[CH:25]=3)=[O:23])[CH2:18][CH2:17]1)(=[O:15])=[O:14])[CH:7]=[CH:6]2.C=O.[C:35](O[BH-](OC(=O)C)OC(=O)C)(=O)C.[Na+].C(=O)(O)[O-].[Na+]>C(Cl)Cl.C(O)(=O)C.C(N(CC)CC)C>[ClH:2].[Cl:2][C:3]1[CH:4]=[C:5]2[C:10](=[CH:11][CH:12]=1)[CH:9]=[C:8]([S:13]([N:16]1[CH2:21][CH2:20][N:19]([C:22]([C:24]3[NH:32][C:31]4[CH2:30][CH2:29][N:28]([CH3:35])[CH2:27][C:26]=4[CH:25]=3)=[O:23])[CH2:18][CH2:17]1)(=[O:15])=[O:14])[CH:7]=[CH:6]2 |f:0.1,3.4,5.6,10.11|. Procedure: In methylene chloride (4.5 ml), 2-[[4-[(6-chloronaphthalen-2-yl)sulfonyl]piperazin-1-yl]carbonyl]-4,5,6,7-tetrahydro-1H-pyrrolo[3,2-c]pyridine hydrochloride (200 mg) was suspended, followed by the addition of triethylamine (125 μl), acetic acid (77.0 μl), formaldehyde (a 37% aqueous solution, 56.1 μl) and sodium triacetoxyborohydride (139 mg) at room temperature. The resulting mixture was stirred for 15 minutes. To the reaction mixture, a saturated aqueous solution (20 ml) of sodium bicarbonate ... Starting materials: FC1=CC=C(C=C1)C(O)(C1CN(CC1)CC1=CC=CC=C1)C1=CC=C(C=C1)F (α,α-bis(4-fluorophenyl)-1-(phenylmethyl)-3-pyrrolidinemethanol). Reagents/catalysts: [Pd] (palladium on carbon). Run in C(C)O (ethanol). Yields the product FC1=CC=C(C=C1)C(O)(C1CNCC1)C1=CC=C(C=C1)F (α,α-Bis(4-fluorophenyl)-3-pyrrolidinemethanol). The yield is 91.3%. RXN SMILES: [F:1][C:2]1[CH:7]=[CH:6][C:5]([C:8]([C:22]2[CH:27]=[CH:26][C:25]([F:28])=[CH:24][CH:23]=2)([CH:10]2[CH2:14][CH2:13][N:12](CC3C=CC=CC=3)[CH2:11]2)[OH:9])=[CH:4][CH:3]=1>C(O)C.[Pd]>[F:1][C:2]1[CH:7]=[CH:6][C:5]([C:8]([C:22]2[CH:23]=[CH:24][C:25]([F:28])=[CH:26][CH:27]=2)([CH:10]2[CH2:14][CH2:13][NH:12][CH2:11]2)[OH:9])=[CH:4][CH:3]=1. Reported procedure: A solution of 26.6 g (0.07 mole) of α,α-bis(4-fluorophenyl)-1-(phenylmethyl)-3-pyrrolidinemethanol in 500 ml of ethanol was hydrogenated at 60 psi and 70° C. over 5% palladium on carbon catalyst for 2 days. The mixture was cooled and filtered through Celite®. The filtrate was concentrated under reduced pressure to give a solid as residue. The solid was triturated with petroleum ether (30°-60° C.), collected by filtration and dried to yield 18.5 g (91%) of the title compound as a white solid, m.p... Reactants: substituted benzyl amines, C(=O)([O-])[O-].[Na+].[Na+] (Na2CO3), N1[C@H](CCCC1)C(=O)NC1(CC1)C1=CC=C(C(=O)OC)C=C1 ((R)-methyl 4-(1-(piperidine-2-carboxamido)cyclopropyl)benzoate), FC(C1=CC=C(CBr)C=C1)(F)F (4-(trifluoromethyl)benzylbromide). Product: FC(C1=CC=C(CN2[C@H](CCCC2)C(=O)NC2(CC2)C2=CC=C(C(=O)OC)C=C2)C=C1)(F)F ((R)-methyl 4-(1-(1-(4-(trifluoromethyl)benzyl)piperidine-2-carboxamido)cyclopropyl)benzoate). Reaction SMILES: [NH:1]1[CH2:6][CH2:5][CH2:4][CH2:3][C@@H:2]1[C:7]([NH:9][C:10]1([C:13]2[CH:22]=[CH:21][C:16]([C:17]([O:19][CH3:20])=[O:18])=[CH:15][CH:14]=2)[CH2:12][CH2:11]1)=[O:8].[F:23][C:24]([F:34])([F:33])[C:25]1[CH:32]=[CH:31][C:28]([CH2:29]Br)=[CH:27][CH:26]=1.C([O-])([O-])=O.[Na+].[Na+]>>[F:23][C:24]([F:33])([F:34])[C:25]1[CH:32]=[CH:31][C:28]([CH2:29][N:1]2[CH2:6][CH2:5][CH2:4][CH2:3][C@@H:2]2[C:7]([NH:9][C:10]2([C:13]3[CH:14]=[CH:15][C:16]([C:17]([O:19][CH3:20])=[O:18])=[CH:21][CH:22]=3)[CH2:12][CH2:11]2)=[O:8])=[CH:27][CH:26]=1 |f:2.3.4|. Reported procedure: The title compound (D119) (74 mg) was prepared according to the general procedure for substituted benzyl amines preparation starting from (R)-methyl 4-(1-(piperidine-2-carboxamido)cyclopropyl)benzoate (D87) (50 mg) and 4-(trifluoromethyl)benzylbromide (0.039 ml). (Na2CO3: 2.5 eq; reaction time: 6 hrs; 60° C.) RXN SMILES: [Cl:1][C:2]1[CH:7]=[C:6]([CH2:8][OH:9])[CH:5]=[C:4]([C:10]([F:13])([F:12])[F:11])[N:3]=1.Cl[C:15]1C(CO)=CC=C(C(F)(F)F)N=1.C(=O)([O-])[O-].[K+].[K+].CI>CN(C)C=O.O>[Cl:1][C:2]1[CH:7]=[C:6]([CH2:8][O:9][CH3:15])[CH:5]=[C:4]([C:10]([F:11])([F:12])[F:13])[N:3]=1 |f:2.3.4|. The product is ClC1=NC(=CC(=C1)COC)C(F)(F)F (2-Chloro-4-(methoxymethyl)-6-(trifluoromethyl)pyridine). Procedure details: To a solution of [2-chloro-6-(trifluoromethyl)pyridin-4-yl]methanol (0.84 g, 4.0 mmol) and [2-chloro-6-(trifluoromethyl)pyridin-3-yl]methanol (0.84 g, 4.0 mmol) (as a mixture of regioisomers from Step A) in N,N-dimethylformamide (8.6 mL) was added potassium carbonate (3.3 g, 24 mmol), followed by methyl iodide (0.99 mL, 16 mmol). The reaction was stirred overnight. Additional DMF (10 mL), methyl iodide (2.0 mL, 32 mmol) and potassium carbonate (3.3 g, 24 mmol) were added and the reaction was sti... Run in CN(C=O)C (N,N-dimethylformamide), CN(C)C=O (DMF), O (Water). The reactants are ClC1=NC(=CC(=C1)CO)C(F)(F)F ([2-chloro-6-(trifluoromethyl)pyridin-4-yl]methanol), ClC1=NC(=CC=C1CO)C(F)(F)F ([2-chloro-6-(trifluoromethyl)pyridin-3-yl]methanol), CI (methyl iodide), C([O-])([O-])=O.[K+].[K+] (potassium carbonate), CI (methyl iodide), C([O-])([O-])=O.[K+].[K+] (potassium carbonate). Reaction conditions: time 8 hour.